Dataset: the Open Reaction Database (ORD), a public repository of structured organic reaction records. Task: describe an organic reaction: reactants, conditions, products, and yield The reactants are C(#N)C1=CC=NC=C1 (4-cyanopyridine), C[Al](C)C (trimethylaluminum), Cl.CS(=O)(=O)C1=CC=C(N)C=C1 (4-(methylsulfonyl)aniline hydrochloride). Run in C1(=CC=CC=C1)C (toluene), C1(=CC=CC=C1)C (toluene), C(Cl)(Cl)Cl (chloroform). Run at time 2.5 hour. Product: CS(=O)(=O)C1=CC=C(C=C1)NC(=N)C1=CC=NC=C1 (N-[4-(methylsulfonyl) phenyl]-4-pyridinecarboximidamide). RXN SMILES: Cl.[CH3:2][S:3]([C:6]1[CH:12]=[CH:11][C:9]([NH2:10])=[CH:8][CH:7]=1)(=[O:5])=[O:4].C[Al](C)C.[C:17]([C:19]1[CH:24]=[CH:23][N:22]=[CH:21][CH:20]=1)#[N:18]>C1(C)C=CC=CC=1.C(Cl)(Cl)Cl>[CH3:2][S:3]([C:6]1[CH:12]=[CH:11][C:9]([NH:10][C:17]([C:19]2[CH:24]=[CH:23][N:22]=[CH:21][CH:20]=2)=[NH:18])=[CH:8][CH:7]=1)(=[O:4])=[O:5] |f:0.1|. Procedure details: To a suspension of 4-(methylsulfonyl)aniline hydrochloride (10 g, 48.1 mmol) in toluene (250 ml) at 0° C., trimethylaluminum (2M solution in toluene, 36.1 ml, 72.2 mmol) was added over 10 minutes. The reaction mixture was warmed to room temperature and stirred for 2.5 hours. A solution of 4-cyanopyridine (10 g, 96.2 mmol) in toluene (250 ml) was added over 10 minutes and the mixture was heated to 70° C. After 24 hours, the reaction mixture was cooled to room temperature and poured over a slurry ... The reactants are CN(C)C=O, CCN(C(C)C)C(C)C, NC(=O)CN1CCC(c2ccc(N)cc2)CC1, CN(c1ncccc1-c1ccc2cnc(O)nn12)S(C)(=O)=O. Yields the product CN(c1ncccc1-c1ccc2cnc(Nc3ccc(C4CCN(CC(N)=O)CC4)cc3)nn12)S(C)(=O)=O. RXN SMILES: [CH3:23][N:24]([CH3:25])[CH:26]=[O:27].[CH:28]([N:29]([CH2:30][CH3:31])[CH:32]([CH3:33])[CH3:34])([CH3:35])[CH3:36].[NH2:37][c:38]1[cH:39][cH:40][c:41]([CH:44]2[CH2:45][CH2:46][N:47]([CH2:50][C:51](=[O:52])[NH2:53])[CH2:48][CH2:49]2)[cH:42][cH:43]1.[OH:1][c:2]1[n:3][n:4]2[c:5]([cH:6][n:7]1)[cH:8][cH:9][c:10]2-[c:11]1[c:12]([N:17]([S:18](=[O:19])(=[O:20])[CH3:21])[CH3:22])[n:13][cH:14][cH:15][cH:16]1>>[c:2]1([NH:37][c:38]2[cH:39][cH:40][c:41]([CH:44]3[CH2:45][CH2:46][N:47]([CH2:50][C:51](=[O:52])[NH2:53])[CH2:48][CH2:49]3)[cH:42][cH:43]2)[n:3][n:4]2[c:5]([cH:6][n:7]1)[cH:8][cH:9][c:10]2-[c:11]1[c:12]([N:17]([S:18](=[O:19])(=[O:20])[CH3:21])[CH3:22])[n:13][cH:14][cH:15][cH:16]1. Starting materials: C(C)(=O)OC1=C(C(=C(C(=C1C)C)OC(C)=O)C)CC[C@@](C)(C#C)OC(=O)C=1C(=CC=CC1)C(=O)O.C[C@H](N)C1=CC=CC=C1 ((S)-1,2-benzenedicarboxylic acid[3-[2,5-bis (acetyloxy)-3,4,6-trimethylphenyl]-1-ethynyl-1-methylpropyl] ester (S)-α-methyl benzenemethanamine), Cl (HCl). Run in C(Cl)Cl.CCOCC (CH2Cl2 ether). Reaction conditions: temperature 25 celsius, time 1 hour. The product is 80.59, C(C)(=O)OC1=C(C(=C(C(=C1C)C)OC(C)=O)C)CC[C@@](C)(C#C)OC(=O)C=1C(=CC=CC1)C(=O)O ((S)-1,2-benzenedicarboxylic acid [3-[2,5-bis(acetyloxy)-3,4,6-trimethylphenyl]-1-ethynyl-1-methylpropyl]ester). RXN SMILES: [C:1]([O:4][C:5]1[C:10]([CH3:11])=[C:9]([CH3:12])[C:8]([O:13][C:14](=[O:16])[CH3:15])=[C:7]([CH3:17])[C:6]=1[CH2:18][CH2:19][C@:20]([O:24][C:25]([C:27]1[C:28]([C:33]([OH:35])=[O:34])=[CH:29][CH:30]=[CH:31][CH:32]=1)=[O:26])([C:22]#[CH:23])[CH3:21])(=[O:3])[CH3:2].C[C@@H](C1C=CC=CC=1)N.Cl>C(Cl)Cl.CCOCC>[C:1]([O:4][C:5]1[C:10]([CH3:11])=[C:9]([CH3:12])[C:8]([O:13][C:14](=[O:16])[CH3:15])=[C:7]([CH3:17])[C:6]=1[CH2:18][CH2:19][C@:20]([O:24][C:25]([C:27]1[C:28]([C:33]([OH:35])=[O:34])=[CH:29][CH:30]=[CH:31][CH:32]=1)=[O:26])([C:22]#[CH:23])[CH3:21])(=[O:3])[CH3:2] |f:0.1,3.4|. Procedure: A mixture of (S)-1,2-benzenedicarboxylic acid[3-[2,5-bis (acetyloxy)-3,4,6-trimethylphenyl]-1-ethynyl-1-methylpropyl] ester-(S)-α-methyl benzenemethanamine (1:1) (salt) (110 g, 0.17 mol), 400 mL of 1.0 N HCl, and 40 mL of CH2Cl2 -ether (1:9) was stirred vigorously for 1.0 h at 25° C. It was then extracted with ether (2×200 mL). The ether extracts were combined, washed with 1.0 N HCl (200 mL), water (200 mL), and dried over anhydrous MgSO4. Evaporation of ether in vacuo gave a solid which was fur... Reactants: CC1(C=2C=CC(=CC2C(=CC1)C1=CC=C(C=C1)C)C(=O)NC1=CC=C(C(=O)OCC)C=C1)C (ethyl 4-[[(5,6-dihydro-5,5-dimethyl-8-(4-methylphenyl)-2-naphthalenyl)carbonyl]amino]-benzoate), CC1(C=2C=CC(=CC2C(=CC1)C1=CC=C(C=C1)C)C(=O)NC1=CC=C(C(=O)OCC)C=C1)C (ethyl 4-[[(5,6-dihydro-5,5-dimethyl-8-(4-methylphenyl)-2-naphthalenyl)carbonyl]amino]-benzoate), COC1=CC=C(C=C1)P1(SP(S1)(C1=CC=C(C=C1)OC)=S)=S (2,4-bis(4-methoxyphenyl)- 1,3-dithia-2,4-diphosphetane-2,4-disulfide), COC=1C=CC(=CC1)P2(=S)SP(=S)(S2)C=3C=CC(=CC3)OC (Lawesson's Reagent). Reported procedure: A solution of 110.0 mg (0.25 mmol) ethyl 4-[[(5,6-dihydro-5,5-dimethyl-8-(4-methylphenyl)-2-naphthalenyl)carbonyl]amino]-benzoate (Compound 35) and 121.0 mg (0.30 mmol) of [2,4-bis(4-methoxyphenyl)- 1,3-dithia-2,4-diphosphetane-2,4-disulfide] (Lawesson's Reagent) in 12.0 ml of benzene was refluxed overnight. Upon cooling to room temperature, the mixture was filtered and the filtrate concentrated under reduced pressure. The title compound was isolated by column chromatography (10 to 25% EtOAc/hex... Reaction SMILES: [CH3:1][C:2]1([CH3:33])[CH2:11][CH:10]=[C:9]([C:12]2[CH:17]=[CH:16][C:15]([CH3:18])=[CH:14][CH:13]=2)[C:8]2[CH:7]=[C:6]([C:19]([NH:21][C:22]3[CH:32]=[CH:31][C:25]([C:26]([O:28][CH2:29][CH3:30])=[O:27])=[CH:24][CH:23]=3)=O)[CH:5]=[CH:4][C:3]1=2.COC1C=CC(P2(=S)SP(=S)(C3C=CC(OC)=CC=3)[S:43]2)=CC=1>C1C=CC=CC=1>[CH2:29]([O:28][C:26](=[O:27])[C:25]1[CH:24]=[CH:23][C:22]([NH:21][C:19]([C:6]2[CH:5]=[CH:4][C:3]3[C:2]([CH3:1])([CH3:33])[CH2:11][CH:10]=[C:9]([C:12]4[CH:17]=[CH:16][C:15]([CH3:18])=[CH:14][CH:13]=4)[C:8]=3[CH:7]=2)=[S:43])=[CH:32][CH:31]=1)[CH3:30]. Solvent: C1=CC=CC=C1 (benzene). The yield is 10.0%. Yields the product C(C)OC(C1=CC=C(C=C1)NC(=S)C1=CC=2C(=CCC(C2C=C1)(C)C)C1=CC=C(C=C1)C)=O (Ethyl -4[[(5,6-dihydro-5,5-dimethyl-8-(4-methylphenyl)-2-naphthalenyl)thiocarbonyl]amino]-benzoate), EtOAc hexanes. RXN SMILES: [CH3:16][C:17]([OH:18])=[O:19].[CH:1](=[O:2])[c:3]1[cH:4][cH:5][c:6]([O:11][CH:12]([CH2:13][CH3:14])[CH3:15])[c:7]([C:8]#[N:9])[cH:10]1>>[C:1](=[O:2])([c:3]1[cH:4][cH:5][c:6]([O:11][CH:12]([CH2:13][CH3:14])[CH3:15])[c:7]([C:8]#[N:9])[cH:10]1)[OH:18]. Yields the product CCC(C)Oc1ccc(C(=O)O)cc1C#N. The reactants are CC(=O)O, CCC(C)Oc1ccc(C=O)cc1C#N. Reactants: O=C1OC(=CC(=C1C#N)N1CCCCC1)C1=CC=C(C=C1)C (2-oxo-4-(piperidin-1-yl)-6-p-tolyl-2H-pyran-3-carbonitrile), indanone-2, [H-].[Na+] (NaH), C1CCOC1 (THF). Yields the product N1(CCCCC1)C1=C(C=2CC3=CC=CC=C3C2C(=C1)C1=CC=C(C=C1)C)C#N (2-Piperidin-1-yl-4-p-tolyl-9H-fluorene-1-carbonitrile). RXN SMILES: O=[C:2]1[C:7]([C:8]#[N:9])=[C:6]([N:10]2[CH2:15][CH2:14][CH2:13][CH2:12][CH2:11]2)[CH:5]=[C:4]([C:16]2[CH:21]=[CH:20][C:19]([CH3:22])=[CH:18][CH:17]=2)O1.[H-].[Na+].[CH2:25]1[CH2:29]O[CH2:27][CH2:26]1>>[N:10]1([C:6]2[CH:5]=[C:4]([C:16]3[CH:21]=[CH:20][C:19]([CH3:22])=[CH:18][CH:17]=3)[C:6]3[C:5]4[C:26](=[CH:25][CH:29]=[CH:16][CH:4]=4)[CH2:27][C:2]=3[C:7]=2[C:8]#[N:9])[CH2:15][CH2:14][CH2:13][CH2:12][CH2:11]1 |f:1.2|. Reported procedure: A mixture of 2-oxo-4-(piperidin-1-yl)-6-p-tolyl-2H-pyran-3-carbonitrile (294 mg), indanone-2, (132 mg) and NaH (29 mg) in THF was stirred for <5 min. After completion, the reaction solvent was evaporated under vacuum to dryness and crude solid was quenched with ice water and subsequently neutralized with dil. HCl, finally purified by column chromatography using ethylacetate-hexane as eluent. White solid; mp 162-164° C.; ESMS 365 (M++1); IR (KBr) 2213 cm−1 (CN); HRMS calcd. for C26H24N2 364.1940 ... The reactants are CCO, CCOC(=O)C1(NC(=O)c2ccc(OC3CC3)cc2)CC1, [Na+], [OH-]. The product is O=C(NC1(C(=O)O)CC1)c1ccc(OC2CC2)cc1. Reaction SMILES: [CH3:24][CH2:25][OH:26].[CH:1]1([O:4][c:5]2[cH:6][cH:7][c:8]([C:9](=[O:10])[NH:11][C:12]3([C:15](=[O:16])[O:17][CH2:18][CH3:19])[CH2:13][CH2:14]3)[cH:20][cH:21]2)[CH2:2][CH2:3]1.[Na+:23].[OH-:22]>>[CH:1]1([O:4][c:5]2[cH:6][cH:7][c:8]([C:9](=[O:10])[NH:11][C:12]3([C:15](=[O:16])[OH:17])[CH2:13][CH2:14]3)[cH:20][cH:21]2)[CH2:2][CH2:3]1. Reactants: C(=O)([O-])[O-].[K+].[K+] (K2CO3), OCC(=O)C1=CC=CC=C1 (2-hydroxy-acetophenone), BrCC1OCCC1 (2-bromomethyl-tetrahydro-furan). Solvent: CN(C)C=O (DMF), O (water). Run at temperature 110 celsius, time 16 hour. Product: O1C(CCC1)COC1=C(C=CC=C1)C(C)=O (1-[2-(tetrahydro-furan-2-ylmethoxy)-phenyl]-ethanone). Yield: 33.6%. As a reaction SMILES: [C:1]([O-:4])([O-])=O.[K+].[K+].O[CH2:8][C:9]([C:11]1[CH:16]=[CH:15][CH:14]=[CH:13][CH:12]=1)=[O:10].BrC[CH:19]1[CH2:23][CH2:22][CH2:21][O:20]1>CN(C=O)C.O>[O:20]1[CH2:21][CH2:22][CH2:23][CH:19]1[CH2:1][O:4][C:16]1[CH:15]=[CH:14][CH:13]=[CH:12][C:11]=1[C:9](=[O:10])[CH3:8] |f:0.1.2|. Reported procedure: K2CO3 (4.5 g, 0.032 mol) was added to a solution of 2-hydroxy-acetophenone (4 g, 0.03 mol) and 2-bromomethyl-tetrahydro-furan (10 g, 0.06 mol) in DMF (20 mL). The resulting mixture was vigorously stirred for 16 h at 110° C., cooled and then diluted with water (100 mL), extracted with EtOAc (3×50 mL). The combined organic layers were washed with water (2×30 mL), filtered over anhydrous Na2SO4, filtered and the solvent removed under reduced pressure. The crude product was purified by flash chropat...